From a dataset of the Open Reaction Database (ORD), a public repository of structured organic reaction records. describe an organic reaction: reactants, conditions, products, and yield Starting materials: COc1cc(O[Si](C)(C)C(C)(C)C(C)C)c2c(c1C)C(=O)SCC(=O)NC(c1nc(C)no1)COC2, CO, CCOC(C)=O, [F-], [NH4+]. Product: COc1cc(O)c2c(c1C)C(=O)SCC(=O)NC(c1nc(C)no1)COC2. RXN SMILES: [CH3:1][Si:2]([O:3][c:4]1[cH:5][c:6]([O:28][CH3:29])[c:7]([CH3:27])[c:8]2[c:9]1[CH2:10][O:11][CH2:12][CH:13]([c:21]1[n:22][c:23]([CH3:26])[n:24][o:25]1)[NH:14][C:15](=[O:20])[CH2:16][S:17][C:18]2=[O:19])([CH3:30])[C:31]([CH3:32])([CH3:33])[CH:34]([CH3:35])[CH3:36].[CH3:39][OH:40].[CH3:41][CH2:42][O:43][C:44](=[O:45])[CH3:46].[F-:37].[NH4+:38]>>[OH:3][c:4]1[cH:5][c:6]([O:28][CH3:29])[c:7]([CH3:27])[c:8]2[c:9]1[CH2:10][O:11][CH2:12][CH:13]([c:21]1[n:22][c:23]([CH3:26])[n:24][o:25]1)[NH:14][C:15](=[O:20])[CH2:16][S:17][C:18]2=[O:19].